describe an organic reaction: reactants, conditions, products, and yield From a dataset of the Open Reaction Database (ORD), a public repository of structured organic reaction records. Reactants: ClC1=C(C(=[N+](C=C1C)[O-])C)C (4-chloro-2,3,5-trimethylpyridine-N-oxide), C(C)(=O)OC(C)=O (acetic anhydride). Solvent: C1(=CC=CC=C1)C (toluene). Conditions: temperature 50 celsius. The product is ClC1=C(C(=NC=C1C)CO)C (4-chloro-2-hydroxymethyl-3,5-dimethylpyridine). As a reaction SMILES: [Cl:1][C:2]1[C:7]([CH3:8])=[CH:6][N+:5]([O-])=[C:4]([CH3:10])[C:3]=1[CH3:11].C(OC(=O)C)(=[O:14])C>C1(C)C=CC=CC=1>[Cl:1][C:2]1[C:7]([CH3:8])=[CH:6][N:5]=[C:4]([CH2:10][OH:14])[C:3]=1[CH3:11]. Procedure details: At 90-95° C., a solution of 4-chloro-2,3,5-trimethylpyridine-N-oxide (60.0 g, 350 mmol) in toluene (920 mL), which was kept at about 60° C., was added over 7 h to acetic anhydride (232 mL). Under vacuum at about 60° C., the reaction mixture was concentrated until 820 mL had been distilled off. Toluene (840 mL) was added and, again, solvents were distilled off (940 mL). Then, toluene (180 mL) and 40% aqueous NaOH (80 mL) were added before the reaction mixture was heated at 50° C. for about 15 h. ... Starting materials: S(O)(O)(=O)=O (sulfuric acid), BrC1=CC2=C(N(C(N2)=O)C2=CC=C(C=C2)F)C=C1 (5-bromo-1-(4-fluorophenyl)-1,3-dihydro-benzimidazol-2-one), CI (methyl iodide), C[Si](C)(C)[N-][Si](C)(C)C.[Li+] (lithium bis(trimethylsilyl)amide). The solvent is COCCOCCOC (bis(2-methoxyethyl)ether). Reaction conditions: time 30 minute. The product is BrC1=CC2=C(N(C(N2C)=O)C2=CC=C(C=C2)F)C=C1 (5-bromo-1-(4-fluorophenyl)-3-methyl-1,3-dihydro-benzimidazol-2-one). Yield: 95.8%. Reaction SMILES: [Br:1][C:2]1[CH:18]=[CH:17][C:5]2[N:6]([C:10]3[CH:15]=[CH:14][C:13]([F:16])=[CH:12][CH:11]=3)[C:7](=[O:9])[NH:8][C:4]=2[CH:3]=1.[CH3:19][Si]([N-][Si](C)(C)C)(C)C.[Li+].CI.S(=O)(=O)(O)O>COCCOCCOC>[Br:1][C:2]1[CH:18]=[CH:17][C:5]2[N:6]([C:10]3[CH:15]=[CH:14][C:13]([F:16])=[CH:12][CH:11]=3)[C:7](=[O:9])[N:8]([CH3:19])[C:4]=2[CH:3]=1 |f:1.2|. Procedure: To a stirred room temperature suspension of 5-bromo-1-(4-fluorophenyl)-1,3-dihydro-benzimidazol-2-one (160 mg, 0.52 mmol) in anhydrous bis(2-methoxyethyl)ether (5 mL) was added lithium bis(trimethylsilyl)amide (0.55 mL of 1.06 M solution in THF, 0.58 mmol). After 30 minutes, methyl iodide (125 μL, 2 mmol) was added. After 2 hours, the mixture was poured into 1 N sulfuric acid containing ice. The resulting precipitate was filtered, washed with water, and dried to afford 160 mg of 5-bromo-1-(4-flu... Reactants: COC(=O)C1=C(N=C2N1C=CN=C2Cl)CC (8-Chloro-2-ethylimidazo[1,2-a]pyrazine-3-carboxylic methyl ester), ClC1=C(C=CC(=C1)Cl)B(O)O (2,4-dichlorobenzeneboronic acid). Run in C1(=CC=CC=C1)C (toluene), CO (methanol). Yields the product COC(=O)C1=C(N=C2N1C=CN=C2C2=C(C=C(C=C2)Cl)Cl)CC (8-(2,4-Dichlorophenyl)-2-ethylimidazo[1,2-a]pyrazine-3-carboxylic Acid Methyl Ester). The yield is 77.4%. RXN SMILES: [CH3:1][O:2][C:3]([C:5]1[N:9]2[CH:10]=[CH:11][N:12]=[C:13](Cl)[C:8]2=[N:7][C:6]=1[CH2:15][CH3:16])=[O:4].[Cl:17][C:18]1[CH:23]=[C:22]([Cl:24])[CH:21]=[CH:20][C:19]=1B(O)O>C1(C)C=CC=CC=1.CO>[CH3:1][O:2][C:3]([C:5]1[N:9]2[CH:10]=[CH:11][N:12]=[C:13]([C:21]3[CH:20]=[CH:19][C:18]([Cl:17])=[CH:23][C:22]=3[Cl:24])[C:8]2=[N:7][C:6]=1[CH2:15][CH3:16])=[O:4]. Reported procedure: 8-Chloro-2-ethylimidazo[1,2-a]pyrazine-3-carboxylic methyl ester (0.92 g, 3.8 mmol) synthesized in Reference Example 1 was dissolved in a mixed solvent of toluene (32 mL) and methanol (8 mL), then 2,4-dichlorobenzeneboronic acid (1.49 g, 7.8 mmol) and tetrakistriphenylphosphine palladium complex (230 mg, 0.2 mmol) were added thereto, and the mixture was heated under reflux for 2 hours under nitrogen atmosphere. The reaction mixture was allowed to cool, and purified by silica gel column chromatog... Starting materials: CC(C)(C)N1CCOP1Cl, OC12CC3CC(CC(C3)C1)C2, C1CCOC1, CO, [H-], [Na+]. Yields the product CC(C)(C)N1CCOP1OC12CC3CC(CC(C3)C1)C2. RXN SMILES: [C:14]([CH3:15])([CH3:16])([CH3:17])[N:18]1[P:19]([Cl:23])[O:20][CH2:21][CH2:22]1.[C:3]12([OH:13])[CH2:4][CH:5]3[CH2:6][CH:7]([CH2:8][CH:9]([CH2:10]1)[CH2:11]3)[CH2:12]2.[CH2:26]1[O:27][CH2:28][CH2:29][CH2:30]1.[CH3:24][OH:25].[H-:1].[Na+:2]>>[C:3]12([O:13][P:19]3[N:18]([C:14]([CH3:15])([CH3:16])[CH3:17])[CH2:22][CH2:21][O:20]3)[CH2:4][CH:5]3[CH2:6][CH:7]([CH2:8][CH:9]([CH2:10]1)[CH2:11]3)[CH2:12]2. The reactants are N(=O)[O-].[Na+] (sodium nitrite), NC1=C(C(=O)OC)C=C(C(=C1)F)C (methyl 2-amino-4-fluoro-5-methylbenzoate), Br (hydrobromic acid), C(C)(=O)OCC (ethyl acetate). Reagents/catalysts: [Cu]Br (Copper (I) bromide). Reaction conditions: time 30 minute. Yields the product BrC1=C(C(=O)OC)C=C(C(=C1)F)C (methyl 2-bromo-4-fluoro-5-methylbenzoate). The yield is 74.0%. Reaction SMILES: N[C:2]1[CH:11]=[C:10]([F:12])[C:9]([CH3:13])=[CH:8][C:3]=1[C:4]([O:6][CH3:7])=[O:5].N([O-])=O.[Na+].C(OCC)(=O)C.[BrH:24]>[Cu]Br>[Br:24][C:2]1[CH:11]=[C:10]([F:12])[C:9]([CH3:13])=[CH:8][C:3]=1[C:4]([O:6][CH3:7])=[O:5] |f:1.2|. Procedure: To the suspension of methyl 2-amino-4-fluoro-5-methylbenzoate (2.2 g, 12 mmol) in 48% hydrobromic acid (80 mL) was added an aqueous solution (32 mL) of sodium nitrite (828 mg, 12 mmol) at 0° C., and the resulting solution was stirred for 30 min. Copper (I) bromide (1.72 g, 12 mmol) was added to the solution at 0° C. and the resulting reaction mixture was stirred at r.t for 1 h. After addition of ethyl acetate (200 mL), the reaction mixture was washed with water (200 mL×2), dried over sodium sulf... The reactants are F[B-](F)(F)F.[Na+] (sodium tetrafluoroborate), N12CC[N+](CC1)(CC2)[O-] (1,4-Diazabicyclo[2.2.2]octane N-oxide), C(C)(=O)Cl (acetyl chloride), N12CCN(CC1)CC2 (1,4-diazabicyclo[2.2.2]octane), OO (hydrogen peroxide). Solvent: C(C)#N (acetonitrile), C1CCOC1 (THF). Reaction conditions: time 8 hour. Product: N12CC[N+](CC1)(CC2)[O-].F[B-](F)(F)F.F[B-](F)(F)F.C(C)(=O)O[N+]21CC[N+](CC2)(CC1)F (1-acetoxy-4-fluoro-1,4-diazoniabicyclo[2.2.2]octane bis(tetrafluoroborate) 1,4-Diazabicyclo[2.2.2]octane N-oxide), F[B-](F)(F)F.C(C)(=O)O[N+]12CCN(CC1)CC2 (1-acetoxy-4-aza-1-azoniabicyclo[2.2.2]octane tetrafluoroborate). Reaction SMILES: N12CCN(CC1)CC2.OO.[N:11]12[CH2:18][CH2:17][N+:14]([O-:19])([CH2:15][CH2:16]1)[CH2:13][CH2:12]2.[C:20](Cl)(=[O:22])[CH3:21].[F:24][B-:25]([F:28])([F:27])[F:26].[Na+]>C1COCC1.C(#N)C>[N:11]12[CH2:18][CH2:17][N+:14]([O-:19])([CH2:15][CH2:16]1)[CH2:13][CH2:12]2.[F:24][B-:25]([F:28])([F:27])[F:26].[F:24][B-:25]([F:28])([F:27])[F:26].[C:20]([O:19][N+:14]12[CH2:17][CH2:18][N+:11]([F:24])([CH2:16][CH2:15]1)[CH2:12][CH2:13]2)(=[O:22])[CH3:21].[F:24][B-:25]([F:28])([F:27])[F:26].[C:20]([O:19][N+:14]12[CH2:17][CH2:18][N:11]([CH2:16][CH2:15]1)[CH2:12][CH2:13]2)(=[O:22])[CH3:21] |f:4.5,8.9.10.11,12.13|. Procedure: 1-acetoxy-4-fluoro-1,4-diazoniabicyclo[2.2.2]octane bis(tetrafluoroborate) 1,4-Diazabicyclo[2.2.2]octane N-oxide is prepared by the reaction of 1,4-diazabicyclo[2.2.2]octane with hydrogen peroxide as described by Farkas in J. Chem. Eng. Data (1968) 13,278. 1,4-Diazabicyclo[2.2.2]octane N-oxide (12.8 g, 10 mmol) in THF (100 mL) is reacted with acetyl chloride (7.9 g, 10 mmol) until the reaction is complete by TLC. The reaction is evaporated, diluted with acetonitrile (100 mL) and sodium tetrafluo... Starting materials: N#Cc1cccc(Br)n1, CC(C)(C)P(c1ccccc1-c1ccccc1)C(C)(C)C, Cc1ccccc1, CC(=O)[O-], CC(=O)[O-], CC(C)(C)OC(=O)N1CCC(O)CC1, [Pd+2]. Product: CC(C)(C)OC(=O)N1CCC(Oc2cccc(C#N)n2)CC1. RXN SMILES: [Br:1][c:2]1[cH:3][cH:4][cH:5][c:6]([C:8]#[N:9])[n:7]1.[C:24]([P:25]([C:26]([CH3:27])([CH3:28])[CH3:29])[c:30]1[cH:31][cH:32][cH:33][cH:34][c:35]1-[c:36]1[cH:37][cH:38][cH:39][cH:40][cH:41]1)([CH3:42])([CH3:43])[CH3:44].[CH3:45][c:46]1[cH:47][cH:48][cH:49][cH:50][cH:51]1.[O-:53][C:54]([CH3:55])=[O:56].[O-:57][C:58]([CH3:59])=[O:60].[OH:10][CH:11]1[CH2:12][CH2:13][N:14]([C:17](=[O:18])[O:19][C:20]([CH3:21])([CH3:22])[CH3:23])[CH2:15][CH2:16]1.[Pd+2:52]>>[c:2]1([O:10][CH:11]2[CH2:12][CH2:13][N:14]([C:17](=[O:18])[O:19][C:20]([CH3:21])([CH3:22])[CH3:23])[CH2:15][CH2:16]2)[cH:3][cH:4][cH:5][c:6]([C:8]#[N:9])[n:7]1. The reactants are CO, COC(=O)c1cc(Cl)ccc1N(C)S(=O)(=O)c1ccc(C)cc1, Cl, [Na+], [OH-]. The product is Cc1ccc(S(=O)(=O)N(C)c2ccc(Cl)cc2C(=O)O)cc1. Reaction SMILES: [CH3:25][OH:26].[Cl:1][c:2]1[cH:3][c:4]([C:20](=[O:21])[O:22][CH3:23])[c:5]([N:6]([S:7](=[O:8])(=[O:9])[c:10]2[cH:11][cH:12][c:13]([CH3:16])[cH:14][cH:15]2)[CH3:17])[cH:18][cH:19]1.[ClH:24].[Na+:28].[OH-:27]>>[Cl:1][c:2]1[cH:3][c:4]([C:20](=[O:21])[OH:22])[c:5]([N:6]([S:7](=[O:8])(=[O:9])[c:10]2[cH:11][cH:12][c:13]([CH3:16])[cH:14][cH:15]2)[CH3:17])[cH:18][cH:19]1. Starting materials: C(C)(=O)O[C@H]1C=CCO[C@@H]1COC(C)=O (4,6-di-O-acetyl-1,5-anhydro-2,3-dideoxy-D-erythro-hex-2-enitol), C[O-].[Na+] (sodiummethoxide), CNP-LF(H+). Run in CO (methanol). The product is C1C=C[C@H](O)[C@H](O1)CO (1.5-anhydro-2,3-dideoxy-D-erythro-hex-2-enitol). RXN SMILES: C([O:4][C@@H:5]1[C@@H:10]([CH2:11][O:12]C(=O)C)[O:9][CH2:8][CH:7]=[CH:6]1)(=O)C.C[O-].[Na+]>CO>[CH2:8]1[O:9][C@H:10]([CH2:11][OH:12])[C@@H:5]([OH:4])[CH:6]=[CH:7]1 |f:1.2|. Procedure details: 4,6-di-O-acetyl-1,5-anhydro-2,3-dideoxy-D-erythro-hex-2-enitol (16 g; 74.7 mmol) was deacetylated with 1N sodiummethoxide (5 ml) in dry methanol (50 ml) for 3,5 h at r.t. The mixture was neutralised with ion exchange resin [Lewatit CNP-LF(H+)] and evaporated.